Dataset: the Open Reaction Database (ORD), a public repository of structured organic reaction records. Task: describe an organic reaction: reactants, conditions, products, and yield Reactants: C(#C)C=1C=NN2C1N=C(C=C2C(F)(F)F)C2=CC=C(C=C2)C(F)(F)F (3-ethynyl-7-trifluoromethyl-5-(4-trifluoromethyl-phenyl)-pyrazolo[1,5-a]pyrimidine), OCC(CO)NS(=O)(=O)C=1SC(=CC1)Cl (5-Chloro-thiophene-2-sulfonic acid (2-hydroxy-1-hydroxymethyl-ethyl)-amide). The product is OCC(CO)NS(=O)(=O)C=1SC(=CC1)C#CC=1C=NN2C1N=C(C=C2C(F)(F)F)C2=CC=C(C=C2)C(F)(F)F (5-[7-Trifluoromethyl-5-(4-trifluoromethyl-phenyl)-pyrazolo[1,5-a]pyrimidin-3-ylethynyl]-thiophene-2-sulfonic acid (2-hydroxy-1-hydroxymethyl-ethyl)-amide), solid. Isolated yield 18.0%. Reaction SMILES: [C:1]([C:3]1[CH:4]=[N:5][N:6]2[C:11]([C:12]([F:15])([F:14])[F:13])=[CH:10][C:9]([C:16]3[CH:21]=[CH:20][C:19]([C:22]([F:25])([F:24])[F:23])=[CH:18][CH:17]=3)=[N:8][C:7]=12)#[CH:2].[OH:26][CH2:27][CH:28]([NH:31][S:32]([C:35]1[S:36][C:37](Cl)=[CH:38][CH:39]=1)(=[O:34])=[O:33])[CH2:29][OH:30]>>[OH:26][CH2:27][CH:28]([NH:31][S:32]([C:35]1[S:36][C:37]([C:2]#[C:1][C:3]2[CH:4]=[N:5][N:6]3[C:11]([C:12]([F:14])([F:13])[F:15])=[CH:10][C:9]([C:16]4[CH:21]=[CH:20][C:19]([C:22]([F:25])([F:24])[F:23])=[CH:18][CH:17]=4)=[N:8][C:7]=23)=[CH:38][CH:39]=1)(=[O:34])=[O:33])[CH2:29][OH:30]. Procedure: The title compound was prepared from 3-ethynyl-7-trifluoromethyl-5-(4-trifluoromethyl-phenyl)-pyrazolo[1,5-a]pyrimidine (example C.1) (178 mg, 0.5 mmol) and 5-chloro-thiophene-2-sulfonic acid (2-hydroxy-1-hydroxymethyl-ethyl)-amide (example B.42) (138 mg, 0.5 mmol) according to general procedure II. Obtained as an orange solid (52 mg, 18%). MS (ISN) 589.1 [(M−H)−]; mp 247° C.